From a dataset of the Open Reaction Database (ORD), a public repository of structured organic reaction records. describe an organic reaction: reactants, conditions, products, and yield Starting materials: CCN(C(C)C)C(C)C, CC#N, Clc1ncc(I)c(Cl)n1, NCCCO. Product: OCCCNc1nc(Cl)ncc1I. RXN SMILES: [CH2:6]([N:7]([CH:8]([CH3:9])[CH3:10])[CH:11]([CH3:12])[CH3:13])[CH3:14].[CH3:24][C:25]#[N:26].[Cl:15][c:16]1[n:17][cH:18][c:19]([I:23])[c:20]([Cl:22])[n:21]1.[NH2:1][CH2:2][CH2:3][CH2:4][OH:5]>>[NH:1]([CH2:2][CH2:3][CH2:4][OH:5])[c:20]1[c:19]([I:23])[cH:18][n:17][c:16]([Cl:15])[n:21]1. Starting materials: solution, [Li+].CC(C)[N-]C(C)C (LDA), IC (iodomethane), CN1CCCN(C1=O)C (DMPU), compound 25, compound 26, ClC1=C(C#N)C=CC(=C1C)N1C(N2[C@H](C1=O)[C@@H](CC2)O)=O ((7R,7aS)-2-Chloro-4-(7-hydroxy-1,3-dioxotetrahydropyrrolo[1,2-c]imidazol-2-yl)-3-methylbenzonitrile). Solvent: C1CCOC1 (THF), C1CCOC1 (THF). Run at temperature -78 celsius, time 30 minute. Product: ClC1=C(C#N)C=CC(=C1C)N1C(N2[C@](C1=O)([C@@H](CC2)O)C)=O ((7R,7aS)-2-Chloro-4-(7-hydroxy-7a-methyl-1,3-dioxotetrahydropyrrolo[1,2-c]imidazol-2-yl)-3-methylbenzonitrile). Reaction SMILES: [Cl:1][C:2]1[C:9]([CH3:10])=[C:8]([N:11]2[C:15](=[O:16])[C@@H:14]3[C@H:17]([OH:20])[CH2:18][CH2:19][N:13]3[C:12]2=[O:21])[CH:7]=[CH:6][C:3]=1[C:4]#[N:5].[CH3:22]N1C(=O)N(C)CCC1.[Li+].CC([N-]C(C)C)C.IC>C1COCC1>[Cl:1][C:2]1[C:9]([CH3:10])=[C:8]([N:11]2[C:15](=[O:16])[C@:14]3([CH3:22])[C@H:17]([OH:20])[CH2:18][CH2:19][N:13]3[C:12]2=[O:21])[CH:7]=[CH:6][C:3]=1[C:4]#[N:5] |f:2.3|. Procedure details: To a stirring suspension of compound 23G (600 mg, 1.96 mmol) in anhydrous THF (10 mL) at rt was added DMPU (4 mL). The resulting clear solution was cooled to −78° C., then a 2.0 M solution of LDA in THF (1.96 mL, 3.92 mmol) was added slowly so that the reaction temperature was maintained below −72° C. The resulting dark brown solution was stirred at −78° C. for 30 min, then iodomethane (0.36 mL, 3.92 mmol) was added dropwise. After addition, the reaction was stirred at −78° C. for 30 min, then a... The reactants are BrC1=CC=C(C=C1)C(CC1=NC=CC=C1)O (1-(4-Bromophenyl)-2-(2-pyridinyl)-1-ethanol). The reagents and catalysts are [Pt]=O (platinum oxide). Solvent: C(C)(=O)O (acetic acid), [OH-].[Na+] (sodium hydroxide). Run at time 3 hour. Product: BrC1=CC=C(C=C1)C(CC1NCCCC1)O (1-(4-Bromophenyl)-2-(2-piperidinyl)-1-ethanol). Reaction SMILES: [Br:1][C:2]1[CH:7]=[CH:6][C:5]([CH:8]([OH:16])[CH2:9][C:10]2[CH:15]=[CH:14][CH:13]=[CH:12][N:11]=2)=[CH:4][CH:3]=1>C(O)(=O)C.[OH-].[Na+].[Pt]=O>[Br:1][C:2]1[CH:7]=[CH:6][C:5]([CH:8]([OH:16])[CH2:9][CH:10]2[CH2:15][CH2:14][CH2:13][CH2:12][NH:11]2)=[CH:4][CH:3]=1 |f:2.3|. Procedure details: 1 mmol of the compound obtained in Example 58 is dissolved in 20 ml of acetic acid, and 8 mg of platinum oxide are added. The hydrogenation is carried out starting from an initial pressure of 3 atmospheres at 24° C. After reacting for 3 hours, the catalyst is filtered off and washed with dichloromethane. The solvents are evaporated off and the residue obtained is dissolved in 10% sodium hydroxide solution and extracted with dichloro-methane. The organic phase is washed with water, dried over MgS... Reactants: O=C([O-])[O-], Cc1ccc(B(O)O)cc1, COCCOC, ClC(Cl)Cl, O=C1Nc2cccc(I)c2C1=Cc1ccc[nH]1, [Na+], [Na+]. Product: Cc1ccc(-c2cccc3c2C(=Cc2ccc[nH]2)C(=O)N3)cc1. RXN SMILES: [C:18](=[O:19])([O-:20])[O-:21].[CH3:24][c:25]1[cH:26][cH:27][c:28]([B:31]([OH:32])[OH:33])[cH:29][cH:30]1.[CH3:34][O:35][CH2:36][CH2:37][O:38][CH3:39].[CH:40]([Cl:41])([Cl:42])[Cl:43].[I:1][c:2]1[c:3]2[c:7]([cH:8][cH:9][cH:10]1)[NH:6][C:5](=[O:11])[C:4]2=[CH:12][c:13]1[nH:14][cH:15][cH:16][cH:17]1.[Na+:22].[Na+:23]>>[c:2]1(-[c:28]2[cH:27][cH:26][c:25]([CH3:24])[cH:30][cH:29]2)[c:3]2[c:7]([cH:8][cH:9][cH:10]1)[NH:6][C:5](=[O:11])[C:4]2=[CH:12][c:13]1[nH:14][cH:15][cH:16][cH:17]1. Starting materials: C(C1=CC=CC=C1)N1CC(=C(CC1)C1=CC(=CC=2C=COC21)F)C (1-benzyl-3-methyl-4-(5-fluorobenzofur-7-yl)-1,2,5,6-tetrahydropyridine), ClC(=O)OC(C)Cl (1-chloroethyl chloroformate). Solvent: ClCCCl (1,2-dichloroethane). Product: CC=1CNCCC1C1=CC(=CC=2C=COC21)F (3-methyl-4-(5-fluorobenzofur-7-yl)-1,2,5,6-tetrahydropyridine). Yield: 79.2%. RXN SMILES: C([N:8]1[CH2:13][CH2:12][C:11]([C:14]2[C:22]3[O:21][CH:20]=[CH:19][C:18]=3[CH:17]=[C:16]([F:23])[CH:15]=2)=[C:10]([CH3:24])[CH2:9]1)C1C=CC=CC=1.ClC(OC(Cl)C)=O>ClCCCl>[CH3:24][C:10]1[CH2:9][NH:8][CH2:13][CH2:12][C:11]=1[C:14]1[C:22]2[O:21][CH:20]=[CH:19][C:18]=2[CH:17]=[C:16]([F:23])[CH:15]=1. Procedure details: A solution of 0.45 gm (1.42 mMol) 1-benzyl-3-methyl-4-(5-fluorobenzofur-7-yl)-1,2,5,6-tetrahydropyridine in 15 mL 1,2-dichloroethane was cooled to 0° C. To this solution was then added 0.40 mL (3.7 mMol) 1-chloroethyl chloroformate dropwise. The reaction was heated to reflux for 4 hours and was then concentrated under reduced pressure. The residue was dissolved in methanol and then placed on an SCX column, eluting with methanol followed by 0.5 N ammonia in methanol. Fractions containing the desi... Reactants: OCC=1C=C(C=NC1)Br (5-hydroxymethyl-3-bromopyridine), [Cu]C#N (copper (I) cyanide), C(Cl)(Cl)Cl (chloroform). Solvent: [OH-].[NH4+] (ammonium hydroxide), [Cl-].[NH4+] (ammonium chloride), N1=CC=CC=C1 (pyridine). Run at temperature 165 celsius, time 2 hour. The product is OCC=1C=C(C=NC1)C#N (5-hydroxymethyl-3-pyridinecarbonitrile). Isolated yield 357.5%. As a reaction SMILES: [OH:1][CH2:2][C:3]1[CH:4]=[C:5](Br)[CH:6]=[N:7][CH:8]=1.[Cu][C:11]#[N:12].C(Cl)(Cl)Cl>N1C=CC=CC=1.[OH-].[NH4+].[Cl-].[NH4+]>[OH:1][CH2:2][C:3]1[CH:4]=[C:5]([C:11]#[N:12])[CH:6]=[N:7][CH:8]=1 |f:4.5,6.7|. Reported procedure: A stirred mixture of 5-hydroxymethyl-3-bromopyridine (8.50 g, 45.2 mmol) and copper (I) cyanide (10.1 g, 11.3 mmol) in pyridine (50 mL) was heated in a sealed pressure reaction vessel at 165° C. for 20 hours. After cooling to 23° C., the mixture was diluted with concentrated ammonium hydroxide (15 mL) and saturated aqueous ammonium chloride (60 mL), after stirring for 2 hours, the mixture was treated with chloroform (50 mL) and allowed to set for 72 hours. The aqueous layer was then extracted wi...